Dataset: the Open Reaction Database (ORD), a public repository of structured organic reaction records. Task: describe an organic reaction: reactants, conditions, products, and yield Reactants: NC1=C(C=CC(=C1)Cl)N1CCOCC1 (4-(2-amino-4-chlorophenyl)morpholine), C(=S)(Cl)Cl (thiophosgene). Run in O1CCOCC1 (dioxan), O (water). Yields the product ClC=1C=CC(=C(C1)N=C=S)N1CCOCC1 (5-chloro-2-morpholinophenyl isothiocyanate). RXN SMILES: [NH2:1][C:2]1[CH:7]=[C:6]([Cl:8])[CH:5]=[CH:4][C:3]=1[N:9]1[CH2:14][CH2:13][O:12][CH2:11][CH2:10]1.[C:15](Cl)(Cl)=[S:16]>O1CCOCC1.O>[Cl:8][C:6]1[CH:5]=[CH:4][C:3]([N:9]2[CH2:10][CH2:11][O:12][CH2:13][CH2:14]2)=[C:2]([N:1]=[C:15]=[S:16])[CH:7]=1. Procedure details: Reaction of 4-(2-amino-4-chlorophenyl)morpholine (8.5 g) with thiophosgene (4.6 ml) in dioxan (25 ml) and water (100 ml) for 30 minutes at 0° C. and for 3 hours at room temperature gave 5-chloro-2-morpholinophenyl isothiocyanate as a pale yellow solid (m.p. 86°-87° C.). Reactants: N1(CCNCCC1)C=1C=2C3=C(C(N(C3=CC1)CCCC(F)(F)F)=O)C=CC2 (6-(1,4-Diazepan-1-yl)-1-(4,4,4-trifluorobutyl)-benzo[cd]indol-2(1H)-one), C([O-])([O-])=O.[K+].[K+] (potassium carbonate). The solvent is C(C)#N (acetonitrile). Run at time 18 hour. Product: C1(=CC=CC=C1)CCCN1CCN(CCC1)C=1C=2C3=C(C(N(C3=CC1)CCCC(F)(F)F)=O)C=CC2 (6-[4-(3-Phenylpropyl)-1,4diazepan-1-yl]-1-(4,4,4-trifluorobutyl)benzo [cd]indol-2(1H)-one). Yield: 54.0%. Reaction SMILES: [N:1]1([C:8]2[C:9]3[C:10]4[C:14](=[CH:15][CH:16]=2)[N:13]([CH2:17][CH2:18][CH2:19][C:20]([F:23])([F:22])[F:21])[C:12](=[O:24])[C:11]=4[CH:25]=[CH:26][CH:27]=3)[CH2:7][CH2:6][CH2:5][NH:4][CH2:3][CH2:2]1.C(=O)([O-])[O-].[K+].[K+]>C(#N)C>[C:9]1([CH2:27][CH2:26][CH2:25][N:4]2[CH2:5][CH2:6][CH2:7][N:1]([C:8]3[C:9]4[C:10]5[C:14](=[CH:15][CH:16]=3)[N:13]([CH2:17][CH2:18][CH2:19][C:20]([F:21])([F:22])[F:23])[C:12](=[O:24])[C:11]=5[CH:25]=[CH:26][CH:27]=4)[CH2:2][CH2:3]2)[CH:10]=[CH:14][CH:15]=[CH:16][CH:8]=1 |f:1.2.3|. Procedure: The crude product from step 3 was dissolved in 30 ml acetonitrile and distributed into 30 vials (2 ml size) preloaded with potassium carbonate (300 mg, 2.3 mmol). Next, 1-bromo-3-phenylporpane (135 μl, 0.135 mmol) was then added and the mixture was shaked on a robital shaker for 18 hours at room temperature. The reaction was then worked up by pipetting out most of the solution and running through a prep HPLC using the Gilson system. The product (62 mg, 54%) was obtained by stripping off the solv... Starting materials: CO, Cl, O=C=Nc1ccc(C(F)(F)F)cc1, CN1CCCCC1=N, [Na+], [OH-], O. Yields the product CN1CCCCC1=NC(=O)Nc1ccc(C(F)(F)F)cc1. As a reaction SMILES: [CH3:25][OH:26].[ClH:1].[F:12][C:13]([c:14]1[cH:15][cH:16][c:17]([N:20]=[C:21]=[O:22])[cH:18][cH:19]1)([F:23])[F:24].[NH:2]=[C:3]1[N:4]([CH3:9])[CH2:5][CH2:6][CH2:7][CH2:8]1.[Na+:11].[OH-:10].[OH2:27]>>[N:2](=[C:3]1[N:4]([CH3:9])[CH2:5][CH2:6][CH2:7][CH2:8]1)[C:21]([NH:20][c:17]1[cH:16][cH:15][c:14]([C:13]([F:12])([F:23])[F:24])[cH:19][cH:18]1)=[O:22]. Starting materials: CCN=C=NCCCN(C)C, NCc1ccc(OCc2ccccc2)s1, CS(C)=O, Cl, Nc1ccc(C(=O)O)c(N)n1, On1nnc2ccccc21. The product is Nc1ccc(C(=O)NCc2ccc(OCc3ccccc3)s2)c(N)n1. RXN SMILES: [CH2:13]([N:14]=[C:15]=[N:16][CH2:17][CH2:18][CH2:19][N:20]([CH3:21])[CH3:22])[CH3:23].[CH2:34]([c:35]1[cH:36][cH:37][cH:38][cH:39][cH:40]1)[O:41][c:42]1[cH:43][cH:44][c:45]([CH2:47][NH2:48])[s:46]1.[CH3:49][S:50]([CH3:51])=[O:52].[ClH:12].[NH2:1][c:2]1[c:3]([C:4](=[O:5])[OH:6])[cH:7][cH:8][c:9]([NH2:11])[n:10]1.[OH:24][n:25]1[c:26]2[cH:27][cH:28][cH:29][cH:30][c:31]2[n:32][n:33]1>>[NH2:1][c:2]1[c:3]([C:4](=[O:6])[NH:48][CH2:47][c:45]2[cH:44][cH:43][c:42]([O:41][CH2:34][c:35]3[cH:36][cH:37][cH:38][cH:39][cH:40]3)[s:46]2)[cH:7][cH:8][c:9]([NH2:11])[n:10]1. Starting materials: CN(C)C=O, CSc1nc(COC2CCCCC2)cc(=O)[nH]1, ClCCl, O=S(Cl)Cl. The product is CSc1nc(Cl)cc(COC2CCCCC2)n1. RXN SMILES: [CH3:25][N:26]([CH3:27])[CH:28]=[O:29].[CH:1]1([O:7][CH2:8][c:9]2[cH:10][c:11](=[O:17])[nH:12][c:13]([S:15][CH3:16])[n:14]2)[CH2:2][CH2:3][CH2:4][CH2:5][CH2:6]1.[Cl:22][CH2:23][Cl:24].[S:18]([Cl:19])([Cl:20])=[O:21]>>[CH:1]1([O:7][CH2:8][c:9]2[cH:10][c:11]([Cl:20])[n:12][c:13]([S:15][CH3:16])[n:14]2)[CH2:2][CH2:3][CH2:4][CH2:5][CH2:6]1. The product is FC=1C=C(C=C(C1)C1=CN(C=2N=CN=C(C21)N[C@@H](C)C2=NN1C(C(N2C2=CC=CC=C2)=O)=C(C=C1)C)COCC[Si](C)(C)C)NS(=O)(=O)CCOC ((S)—N-(3-Fluoro-5-(4-((1-(5-methyl-4-oxo-3-phenyl-3,4-dihydropyrrolo[2,1-f][1,2,4]triazin-2-yl)ethyl)amino)-7-((2-(trimethylsilyl)ethoxy)methyl)-7H-pyrrolo[2,3-d]pyrimidin-5-yl)phenyl)-2-methoxyethanesulfonamide). Run in COCCOC (1,2-dimethoxyethane), O (water). Starting materials: BrC1=CN(C=2N=CN=C(C21)N[C@@H](C)C2=NN1C(C(N2C2=CC=CC=C2)=O)=C(C=C1)C)COCC[Si](C)(C)C ((S)-2-(1-((5-Bromo-7-((2-(trimethylsilyl)ethoxy)methyl)-7H-pyrrolo[2,3-d]pyrimidin-4-yl)amino)ethyl)-5-methyl-3-phenylpyrrolo[2,1-f][1,2,4]triazin-4(3H)-one), FC=1C=C(C=C(C1)B1OC(C(O1)(C)C)(C)C)NS(=O)(=O)CCOC (N-(3-fluoro-5-(4,4,5,5-tetramethyl-1,3,2-dioxaborolan-2-yl)phenyl)-2-methoxyethanesulfonamide), C([O-])([O-])=O.[Na+].[Na+] (sodium carbonate). As a reaction SMILES: Br[C:2]1[C:10]2[C:9]([NH:11][C@H:12]([C:14]3[N:19]([C:20]4[CH:25]=[CH:24][CH:23]=[CH:22][CH:21]=4)[C:18](=[O:26])[C:17]4=[C:27]([CH3:30])[CH:28]=[CH:29][N:16]4[N:15]=3)[CH3:13])=[N:8][CH:7]=[N:6][C:5]=2[N:4]([CH2:31][O:32][CH2:33][CH2:34][Si:35]([CH3:38])([CH3:37])[CH3:36])[CH:3]=1.[F:39][C:40]1[CH:41]=[C:42]([NH:55][S:56]([CH2:59][CH2:60][O:61][CH3:62])(=[O:58])=[O:57])[CH:43]=[C:44](B2OC(C)(C)C(C)(C)O2)[CH:45]=1.C(=O)([O-])[O-].[Na+].[Na+]>COCCOC.O>[F:39][C:40]1[CH:41]=[C:42]([NH:55][S:56]([CH2:59][CH2:60][O:61][CH3:62])(=[O:57])=[O:58])[CH:43]=[C:44]([C:2]2[C:10]3[C:9]([NH:11][C@H:12]([C:14]4[N:19]([C:20]5[CH:25]=[CH:24][CH:23]=[CH:22][CH:21]=5)[C:18](=[O:26])[C:17]5=[C:27]([CH3:30])[CH:28]=[CH:29][N:16]5[N:15]=4)[CH3:13])=[N:8][CH:7]=[N:6][C:5]=3[N:4]([CH2:31][O:32][CH2:33][CH2:34][Si:35]([CH3:38])([CH3:37])[CH3:36])[CH:3]=2)[CH:45]=1 |f:2.3.4|. Isolated yield 69.0%. Procedure details: (S)-2-(1-((5-Bromo-7-((2-(trimethylsilyl)ethoxy)methyl)-7H-pyrrolo[2,3-d]pyrimidin-4-yl)amino)ethyl)-5-methyl-3-phenylpyrrolo[2,1-f][1,2,4]triazin-4(3H)-one (53 mg, 0.09 mmol) was treated with N-(3-fluoro-5-(4,4,5,5-tetramethyl-1,3,2-dioxaborolan-2-yl)phenyl)-2-methoxyethanesulfonamide (80 mg, 0.22 mmol), sodium carbonate (24 mg, 0.22 mmol) and 1,1′-Bis(diphenylphosphino)ferrocene-palladium(II)dichloride dichloromethane complex (22 mg, 0.03 mmol) in 1,2-dimethoxyethane (2 ml) and water (0.5 ml) ... Starting materials: C(Cl)Cl (CH2Cl2), C1(CCCC1)N (cyclopentylamine), C[Si](C)(C)N=C=O (trimethylsilyl isocyanate). Run in CO (CH3OH). Run at time 8 hour. The product is C1(CCCC1)NC(=O)N (cyclopentyl urea), compound. The yield is 86.0%. As a reaction SMILES: C(Cl)Cl.[CH:4]1([NH2:9])[CH2:8][CH2:7][CH2:6][CH2:5]1.C[Si]([N:14]=[C:15]=[O:16])(C)C>CO>[CH:4]1([NH:9][C:15]([NH2:14])=[O:16])[CH2:8][CH2:7][CH2:6][CH2:5]1. Reported procedure: To a CH2Cl2 solution of cyclopentylamine was added trimethylsilyl isocyanate. The reaction mixture was stirred overnight. To this was added 200 ml of CH3OH, and the mixture was stirred for another 2 hrs. The reaction mixture was concentrated and was titrated using diethyl ether to give an off-white precipitate. The precipitate was filtered through a Buchner funnel to give cyclopentyl urea Compound 30a as a white crystalline solid compound (13.0 g, 86%). To this urea Compound 30a (5.0 g, 38.7 mmo... Reactants: C(C(C)C)[C@H]1C(N(CC[C@H](N1)C)[C@H](C(=O)N)CC1=CC2=CC=CC=C2C=C1)=O ((S)-2-[(3S,5R)-3-isobutyl-5-methyl-2-oxo-[1,4]diazepan-1-yl]-3-(naphthalen-2-yl)-propionamide), N1=CC=CC2=CC(=CC=C12)CC(=O)O (6-quinolylacetic acid), CCN(C(C)C)C(C)C (Hünig's base). Solvent: C(Cl)Cl (CH2Cl2). Yields the product C(C(C)C)[C@H]1C(N(CC[C@H](N1C(CC=1C=C2C=CC=NC2=CC1)=O)C)[C@H](C(=O)N)CC1=CC2=CC=CC=C2C=C1)=O ((S)-2-[(3S,5R)-3-Isobutyl-5-methyl-2-oxo-4-(quinolin-6-yl-acetyl)-[1,4 ]diazepan-1-yl]-3-(naphthalen-2-yl)-propionamide). RXN SMILES: [CH2:1]([C@@H:5]1[NH:11][C@H:10]([CH3:12])[CH2:9][CH2:8][N:7]([C@@H:13]([CH2:17][C:18]2[CH:27]=[CH:26][C:25]3[C:20](=[CH:21][CH:22]=[CH:23][CH:24]=3)[CH:19]=2)[C:14]([NH2:16])=[O:15])[C:6]1=[O:28])[CH:2]([CH3:4])[CH3:3].[N:29]1[C:38]2[C:33](=[CH:34][C:35]([CH2:39][C:40](O)=[O:41])=[CH:36][CH:37]=2)[CH:32]=[CH:31][CH:30]=1.CCN(C(C)C)C(C)C>C(Cl)Cl>[CH2:1]([C@@H:5]1[N:11]([C:40](=[O:41])[CH2:39][C:35]2[CH:34]=[C:33]3[C:38](=[CH:37][CH:36]=2)[N:29]=[CH:30][CH:31]=[CH:32]3)[C@H:10]([CH3:12])[CH2:9][CH2:8][N:7]([C@@H:13]([CH2:17][C:18]2[CH:27]=[CH:26][C:25]3[C:20](=[CH:21][CH:22]=[CH:23][CH:24]=3)[CH:19]=2)[C:14]([NH2:16])=[O:15])[C:6]1=[O:28])[CH:2]([CH3:4])[CH3:3]. Reported procedure: (S)-2-[(3S,5R)-3-isobutyl-5-methyl-2-oxo-[1,4]diazepan-1-yl]-3-(naphthalen-2-yl)-propionamide (382 mg, 1 mmol) is added to a solution of 6-quinolylacetic acid (372 mg, 2 mmol), Hünig's base (170 μl, 1 mmol) and EADC (383 mg, 2 mmol) in CH2Cl2 (50 ml). After 16 hours at RT the reaction mixture is extracted with 0.1 N HCl and then with 5% NaHCO3 solution. Pure title compound is isolated after silica gel chromatography using ethyl acetate —>ethyl acetate/MeOH (9/1) as mobile phase. MH+:551.4 (ESI) ... The reactants are CCOC(=O)C1(c2ccc(OCc3ccccc3)cc2)Cc2c(c(OC)c(OC)c(OC)c2OC)C1, CCO, [Na+], [OH-]. Product: COc1c2c(c(OC)c(OC)c1OC)CC(C(=O)O)(c1ccc(OCc3ccccc3)cc1)C2. RXN SMILES: [CH2:3]([c:4]1[cH:5][cH:6][cH:7][cH:8][cH:9]1)[O:10][c:11]1[cH:12][cH:13][c:14]([C:17]2([C:34](=[O:35])[O:36][CH2:37][CH3:38])[CH2:18][c:19]3[c:20]([O:32][CH3:33])[c:21]([O:30][CH3:31])[c:22]([O:28][CH3:29])[c:23]([O:26][CH3:27])[c:24]3[CH2:25]2)[cH:15][cH:16]1.[CH3:39][CH2:40][OH:41].[Na+:2].[OH-:1]>>[CH2:3]([c:4]1[cH:5][cH:6][cH:7][cH:8][cH:9]1)[O:10][c:11]1[cH:12][cH:13][c:14]([C:17]2([C:34](=[O:35])[OH:36])[CH2:18][c:19]3[c:20]([O:32][CH3:33])[c:21]([O:30][CH3:31])[c:22]([O:28][CH3:29])[c:23]([O:26][CH3:27])[c:24]3[CH2:25]2)[cH:15][cH:16]1.